From a dataset of the Open Reaction Database (ORD), a public repository of structured organic reaction records. describe an organic reaction: reactants, conditions, products, and yield The reactants are CN1C2=C(NC(C1)=O)N=C(C=C2)C (1,6-dimethyl-1,4-dihydropyrido[2,3-b]pyrazin-3(2H)-one), C1CCOC1 (THF), [H-].[H-].[H-].[H-].[Li+].[Al+3] (LiAlH4), C1CCOC1 (THF). Conditions: time 10 minute. The product is CN1C2=C(NCC1)N=C(C=C2)CCO (2-(1-Methyl-1,2,3,4-tetrahydropyrido[2,3-b]pyrazin-6-yl)ethanol). Yield: 91.0%. Reaction SMILES: [H-].[H-].[H-].[H-].[Li+].[Al+3].[CH3:7][N:8]1[CH2:13][C:12](=O)[NH:11][C:10]2[N:15]=[C:16]([CH3:19])[CH:17]=[CH:18][C:9]1=2.C1C[O:23][CH2:22]C1>>[CH3:7][N:8]1[CH2:13][CH2:12][NH:11][C:10]2[N:15]=[C:16]([CH2:19][CH2:22][OH:23])[CH:17]=[CH:18][C:9]1=2 |f:0.1.2.3.4.5|. Procedure details: LiAlH4 (214 mg, 5.64 mmol) was slowly added to 10 mL anhydrous THF in a round-bottom flask fitted with a stirbar and a condenser. After stirring for 10 minutes, a solution of 1,6-dimethyl-1,4-dihydropyrido[2,3-b]pyrazin-3(2H)-one (500 mg, 2.82 mmol) in 5 mL anhydrous THF was added dropwise. Upon completion of the addition, the reaction mixture was refluxed for 16 hours. The reaction was cooled to room temperature and quenched with 1 M NaOH solution until the mixture had become a milky yellow col... Reactants: ClC1=NC=C(C(=O)Cl)C=C1 (6-chloronicotinoyl chloride), [N+](=O)([O-])C1=C(N)C=CC(=C1)[N+](=O)[O-] (2,4-dinitroaniline). Product: ClC1=CC=C(C=N1)C(=O)NC1=C(C=C(C=C1)[N+](=O)[O-])[N+](=O)[O-] (6-Chloro-N-(2,4-dinitrophenyl)-3-pyridinecarboxamide). As a reaction SMILES: [Cl:1][C:2]1[CH:10]=[CH:9][C:5]([C:6](Cl)=[O:7])=[CH:4][N:3]=1.[N+:11]([C:14]1[CH:20]=[C:19]([N+:21]([O-:23])=[O:22])[CH:18]=[CH:17][C:15]=1[NH2:16])([O-:13])=[O:12]>>[Cl:1][C:2]1[N:3]=[CH:4][C:5]([C:6]([NH:16][C:15]2[CH:17]=[CH:18][C:19]([N+:21]([O-:23])=[O:22])=[CH:20][C:14]=2[N+:11]([O-:13])=[O:12])=[O:7])=[CH:9][CH:10]=1. Procedure: The title compound was prepared from 6-chloronicotinoyl chloride and 2,4-dinitroaniline and was obtained as a yellow solid as described in Example 1. 1H NMR (CDCl3): 11.69 (bs, 1H), 9.28-9.23 (m, 2H), 9.06-9.05 (m, 1H), 8.61-8.57 (m, 1H), 8.28-8.24 (m, 1H), 7.59-7.56 (m, 1H). Reactants: CCN(CC)CCCOc1cccc([N+](=O)[O-])c1, CO. The product is CCN(CC)CCCOc1cccc(N)c1. RXN SMILES: [CH2:1]([CH3:2])[N:3]([CH2:4][CH2:5][CH2:6][O:7][c:8]1[cH:9][c:10]([N+:14]([O-:15])=[O:16])[cH:11][cH:12][cH:13]1)[CH2:17][CH3:18].[CH3:19][OH:20]>>[CH2:1]([CH3:2])[N:3]([CH2:4][CH2:5][CH2:6][O:7][c:8]1[cH:9][c:10]([NH2:14])[cH:11][cH:12][cH:13]1)[CH2:17][CH3:18]. Starting materials: CCOC(C)=O, CCCCCC, O=C(Cl)c1ccc([N+](=O)[O-])cc1, COC1C=C(C)C(=O)CC(C)(C)C1O. Product: COC1C=C(C)C2(OC(=O)c3ccc([N+](=O)[O-])cc3)CC(C)(C)C1O2. Reaction SMILES: [C:27]([O:28][CH2:29][CH3:30])(=[O:31])[CH3:32].[CH3:33][CH2:34][CH2:35][CH2:36][CH2:37][CH3:38].[N+:15](=[O:16])([O-:17])[c:18]1[cH:19][cH:20][c:21]([C:22](=[O:23])[Cl:24])[cH:25][cH:26]1.[OH:1][CH:2]1[CH:3]([O:13][CH3:14])[CH:4]=[C:5]([CH3:12])[C:6](=[O:11])[CH2:7][C:8]1([CH3:9])[CH3:10]>>[O:1]1[CH:2]2[CH:3]([O:13][CH3:14])[CH:4]=[C:5]([CH3:12])[C:6]1([O:11][C:22]([c:21]1[cH:20][cH:19][c:18]([N+:15](=[O:16])[O-:17])[cH:26][cH:25]1)=[O:23])[CH2:7][C:8]2([CH3:9])[CH3:10]. Reactants: Cl (hydrochloric acid), C1(=CC=CC=C1)C1=NN(C=C1CCC(=O)OCC)CC1=CC(=CC=C1)C(=O)NCC1=NC=CC=C1 (ethyl 3-[3-phenyl-1-[3-(2-picolylaminocarbonyl)benzyl]-1H-pyrazol-4-yl]propionate), [OH-].[Na+] (sodium hydroxide), C(C)O (ethanol). Solvent: O1CCCC1 (tetrahydrofuran). Run at time 1 hour. Product: C1(=CC=CC=C1)C1=NN(C=C1CCC(=O)O)CC1=CC(=CC=C1)C(=O)NCC1=NC=CC=C1 (3-[3-phenyl-1-[3-(2-picolylaminocarbonyl)benzyl]-1H-pyrazol-4-yl]propionic acid). Yield: 70.9%. As a reaction SMILES: [C:1]1([C:7]2[C:11]([CH2:12][CH2:13][C:14]([O:16]CC)=[O:15])=[CH:10][N:9]([CH2:19][C:20]3[CH:25]=[CH:24][CH:23]=[C:22]([C:26]([NH:28][CH2:29][C:30]4[CH:35]=[CH:34][CH:33]=[CH:32][N:31]=4)=[O:27])[CH:21]=3)[N:8]=2)[CH:6]=[CH:5][CH:4]=[CH:3][CH:2]=1.[OH-].[Na+].C(O)C.Cl>O1CCCC1>[C:1]1([C:7]2[C:11]([CH2:12][CH2:13][C:14]([OH:16])=[O:15])=[CH:10][N:9]([CH2:19][C:20]3[CH:25]=[CH:24][CH:23]=[C:22]([C:26]([NH:28][CH2:29][C:30]4[CH:35]=[CH:34][CH:33]=[CH:32][N:31]=4)=[O:27])[CH:21]=3)[N:8]=2)[CH:6]=[CH:5][CH:4]=[CH:3][CH:2]=1 |f:1.2|. Procedure: A mixture of ethyl 3-[3-phenyl-1-[3-(2-picolylaminocarbonyl)benzyl]-1H-pyrazol-4-yl]propionate (180 mg), 1 N aqueous sodium hydroxide solution (0.77 ml), ethanol (1 ml), and tetrahydrofuran (1 ml) was stirred at room temperature for one hour. 1 N hydrochloric acid (0.77 ml) was added to the reaction mixture, which was extracted with ethyl acetate. The ethyl acetate layer was washed with saturated aqueous sodium chloride solution, dried (MgSO4), and concentrated. The obtained crystals were collec... Yields the product O=c1[nH]c2ccc(C3CCC(NCCCc4cccc(F)c4)CC3)cc2o1. Starting materials: O=C1CCC(c2ccc3[nH]c(=O)oc3c2)CC1, Cl, NCCCc1cccc(F)c1. RXN SMILES: [CH:1]1([c:8]2[cH:9][c:10]3[c:11]([nH:12][c:13](=[O:15])[o:14]3)[cH:16][cH:17]2)[CH2:2][CH2:3][C:4](=[O:7])[CH2:5][CH2:6]1.[ClH:29].[F:18][c:19]1[cH:20][c:21]([CH2:25][CH2:26][CH2:27][NH2:28])[cH:22][cH:23][cH:24]1>>[CH:1]1([c:8]2[cH:9][c:10]3[c:11]([nH:12][c:13](=[O:15])[o:14]3)[cH:16][cH:17]2)[CH2:2][CH2:3][CH:4]([NH:28][CH2:27][CH2:26][CH2:25][c:21]2[cH:20][c:19]([F:18])[cH:24][cH:23][cH:22]2)[CH2:5][CH2:6]1. Starting materials: C(C)(C)(C)OC(=O)N1[C@H]([C@H](CCC1)NCC1=C(C=C2CCC=3N(C2=C1)N=NN3)OC)C3=CC=CC=C3 ((2S,3S)-1-tert-Butoxycarbonyl-3-[(7-methoxy-4,5-dihydro-[1,2,3,4]tetrazolo[1,5-a]quinolin-8-yl)methyl]amino-2-phenylpiperidine), Cl.CO (HCl MeOH). Run in CCOC(=O)C (AcOEt). Run at time 1 day. Yields the product Cl.Cl.COC=1C=C2CCC=3N(C2=CC1CN[C@@H]1[C@@H](NCCC1)C1=CC=CC=C1)N=NN3 ((2S,3S)-3-[(7-Methoxy-4,5-dihydro-[1,2,3,4]tetrazolo[1,5-a]quinolin-8-yl)methyl]amino-2-phenylpiperidine dihydrochloride). Yield: 61.0%. RXN SMILES: C(OC([N:8]1[CH2:13][CH2:12][CH2:11][C@H:10]([NH:14][CH2:15][C:16]2[CH:25]=[C:24]3[C:19]([CH2:20][CH2:21][C:22]4[N:23]3[N:26]=[N:27][N:28]=4)=[CH:18][C:17]=2[O:29][CH3:30])[C@@H:9]1[C:31]1[CH:36]=[CH:35][CH:34]=[CH:33][CH:32]=1)=O)(C)(C)C.[ClH:37].CO>CCOC(C)=O>[ClH:37].[ClH:37].[CH3:30][O:29][C:17]1[CH:18]=[C:19]2[C:24](=[CH:25][C:16]=1[CH2:15][NH:14][C@H:10]1[CH2:11][CH2:12][CH2:13][NH:8][C@H:9]1[C:31]1[CH:32]=[CH:33][CH:34]=[CH:35][CH:36]=1)[N:23]1[N:26]=[N:27][N:28]=[C:22]1[CH2:21][CH2:20]2 |f:1.2,4.5.6|. Reported procedure: To a stirred solution of Compound 7 (110 mg, 0.23 mmol) in AcOEt (6 ml) was added an excess amount of HCl-MeOH, and stirred for 1 day. After the solvent was evaporated, the residual solid was recrystallized from MeOH-Et2O. The crystals precipitated were collected by filtration, washed with Et2O, and dried in vacuo at 30° C. to give Compound 8 (65 mg, 0.14 mmol, 61%) as a white solid.